From a dataset of the Open Reaction Database (ORD), a public repository of structured organic reaction records. describe an organic reaction: reactants, conditions, products, and yield Starting materials: [OH-].[Na+] (sodium hydroxide), C(CCCCCCC)N(C(CCCCCCC)=O)CC(=O)OC (Methyl 2-(N-octyloctanamido)acetate), Cl (hydrogen chloride). Run in C(C)(=O)OCC (ethyl acetate), CO (methanol). Conditions: time 2 hour. Yields the product C(CCCCCCC)N(C(CCCCCCC)=O)CC(=O)O (2-(N-octyloctanamido)acetic acid). The yield is 85.3%. RXN SMILES: [CH2:1]([N:9]([CH2:19][C:20]([O:22]C)=[O:21])[C:10](=[O:18])[CH2:11][CH2:12][CH2:13][CH2:14][CH2:15][CH2:16][CH3:17])[CH2:2][CH2:3][CH2:4][CH2:5][CH2:6][CH2:7][CH3:8].[OH-].[Na+].Cl>CO.C(OCC)(=O)C>[CH2:1]([N:9]([CH2:19][C:20]([OH:22])=[O:21])[C:10](=[O:18])[CH2:11][CH2:12][CH2:13][CH2:14][CH2:15][CH2:16][CH3:17])[CH2:2][CH2:3][CH2:4][CH2:5][CH2:6][CH2:7][CH3:8] |f:1.2|. Reported procedure: Methyl 2-(N-octyloctanamido)acetate (44.7 mg, 0.136 mmol) was dissolved in 0.5 mL of methanol and then 100 μL of 20% aqueous sodium hydroxide solution was added. The reaction mixture was then stirred for 2 hours at room temperature. Upon completion of the reaction, the reaction solution was diluted with 3 mL of ethyl acetate and then neutralized by adding 200 μL of 10% aqueous hydrogen chloride solution. After removing water with anhydrous magnesium sulfate and filtering out the precipitate, the... The reactants are CC[Ga](CC)CC, CNN, Cl. The product is CNN, CC[Ga](Cl)CC. RXN SMILES: [CH2:5]([CH3:6])[Ga:7]([CH2:8][CH3:9])[CH2:10][CH3:11].[CH3:2][NH:3][NH2:4].[ClH:1]>>[CH3:2][NH:3][NH2:4].[Cl:1][Ga:7]([CH2:5][CH3:6])[CH2:8][CH3:9]. The reactants are CN(C)C=O, N#C[Cu]C#N, Cc1cc(I)cc(C(=O)O)c1N. Product: Cc1cc(C#N)cc(C(=O)O)c1N. As a reaction SMILES: [CH3:18][N:19]([CH3:20])[CH:21]=[O:22].[Cu:13]([C:14]#[N:15])[C:16]#[N:17].[NH2:1][c:2]1[c:3]([C:4](=[O:5])[OH:6])[cH:7][c:8]([I:12])[cH:9][c:10]1[CH3:11]>>[NH2:1][c:2]1[c:3]([C:4](=[O:5])[OH:6])[cH:7][c:8]([C:14]#[N:15])[cH:9][c:10]1[CH3:11]. Reaction SMILES: [NH2:1][C:2]1[C:3](=[O:21])[O:4][C:5]2[CH:18]=[C:17]([CH3:19])[C:16]([CH3:20])=[CH:15][C:6]=2[C:7]=1[C:8]1[CH:13]=[CH:12][CH:11]=[CH:10][C:9]=1[CH3:14].[Cl:22][C:23]1[CH:28]=[CH:27][C:26]([N:29]=[C:30]=[O:31])=[CH:25][CH:24]=1>O1CCCC1>[Cl:22][C:23]1[CH:28]=[CH:27][C:26]([NH:29][C:30]([NH:1][C:2]2[C:3](=[O:21])[O:4][C:5]3[CH:18]=[C:17]([CH3:19])[C:16]([CH3:20])=[CH:15][C:6]=3[C:7]=2[C:8]2[CH:13]=[CH:12][CH:11]=[CH:10][C:9]=2[CH3:14])=[O:31])=[CH:25][CH:24]=1. Reactants: NC=1C(OC2=C(C1C1=C(C=CC=C1)C)C=C(C(=C2)C)C)=O (3-amino-6,7-dimethyl-4-(2-methylphenyl)-2H-1-benzopyran-2- one), ClC1=CC=C(C=C1)N=C=O (4-chlorophenylisocyanate). The product is ClC1=CC=C(C=C1)NC(=O)NC=1C(OC2=C(C1C1=C(C=CC=C1)C)C=C(C(=C2)C)C)=O (N-(4-chlorophenyl)-N'-[6,7-dimethyl-4-(2-methylphenyl)-2-oxo-2-H-1-benzopyran-3-yl] urea). The yield is 88.3%. Reported procedure: To a solution of 3-amino-6,7-dimethyl-4-(2-methylphenyl)-2H-1-benzopyran-2- one (279 mg) in tetrahydrofuran (4 ml) was added 4-chlorophenylisocyanate (184 mg). The mixture was stirred for 3 days at room temperature and distilled to remove the solvent. Ethyl ether was added to the residue to obtain crystals of N-(4-chlorophenyl)-N'-[6,7-dimethyl-4-(2-methylphenyl)-2-oxo-2-H-1-benzopyran-3-yl] urea (382 mg, 88.2%). Recrystallization from acetone gave colorless needles. Run at time 3 day. The solvent is O1CCCC1 (tetrahydrofuran). The reactants are ClC1=C(C=CC=C1)C1=NCC=2N(C3=C1C1=C(S3)CNCC1)C(=NN2)C (6-(2-chlorophenyl)-7, 8, 9, 10 -tetrahydro-1-methyl-4H-pyrido [4',3':4,5] thieno [3,2-f] 1,2,4-triazolo [4,3-a] 1,4-diazepine), C(C)(C)CC(=S)O (isopropyl-thio-acetic acid), CN(C=O)C (dimethylformamide), C1(CCCCC1)N=C=NC1CCCCC1 (dicyclohexylcarbodiimide), C1(CCCCC1)N=C=NC1CCCCC1 (dicyclohexylcarbodiimide). Reaction conditions: temperature 0 celsius, time 1 hour. Product: ClC1=C(C=CC=C1)C1=NCC=2N(C3=C1C1=C(S3)CN(CC1)C(=O)CSC(C)C)C(=NN2)C (6 -(2-chlorophenyl)- 9-(isopropylthiomethylcarbonyl)-7,8,9,10-tetrahydro-1-methyl-4H-pyrido [4',3':4,5] thieno [3,2-f] 1,2,4-triazolo [4,3-a] 1,4-diazepine). As a reaction SMILES: [Cl:1][C:2]1[CH:7]=[CH:6][CH:5]=[CH:4][C:3]=1[C:8]1[C:14]2[C:15]3[CH2:21][CH2:20][NH:19][CH2:18][C:16]=3[S:17][C:13]=2[N:12]2[C:22]([CH3:25])=[N:23][N:24]=[C:11]2[CH2:10][N:9]=1.C(C[C:30](O)=[S:31])(C)C.C1(N=C=N[CH:42]2[CH2:47][CH2:46]CCC2)CCCCC1.CN(C)[CH:50]=[O:51]>>[Cl:1][C:2]1[CH:7]=[CH:6][CH:5]=[CH:4][C:3]=1[C:8]1[C:14]2[C:15]3[CH2:21][CH2:20][N:19]([C:50]([CH2:30][S:31][CH:47]([CH3:46])[CH3:42])=[O:51])[CH2:18][C:16]=3[S:17][C:13]=2[N:12]2[C:22]([CH3:25])=[N:23][N:24]=[C:11]2[CH2:10][N:9]=1. Procedure: Into a one liter reactor fitted with stirring, cooling and warming means and placed under nitrogen circulation were poured 30 ml of dimethylformamide, 20.3 g (0.055 mol) of 6-(2-chlorophenyl)-7, 8, 9, 10 -tetrahydro-1-methyl-4H-pyrido [4',3':4,5] thieno [3,2-f] 1,2,4-triazolo [4,3-a] 1,4-diazepine and 8.9 g (0.058 mol) of isopropyl-thio-acetic acid. After cooling the mixture to 0° C., there were slowly added, under stirring, 12.36 g (0.058 mol) of dicyclohexylcarbodiimide. Stirring was maintaine... The reactants are ClC1=C(C(=O)C2CCN(CC2)C=O)C=CC(=C1)Cl (4-(2,4-dichlorobenzoyl)-1-formylpiperidine), Cl.NO (hydroxylamine hydrochloride), C(C)(=O)[O-].[NH4+] (ammonium acetate), C(C)O (ethanol). Solvent: O (water). Product: C(=O)N1CCC(CC1)C(C1=C(C=C(C=C1)Cl)Cl)=NO (1-Formyl-4-(2,4-dichlorobenzoyl)piperidine oxime). Yield: 14.1%. As a reaction SMILES: [Cl:1][C:2]1[CH:17]=[C:16]([Cl:18])[CH:15]=[CH:14][C:3]=1[C:4]([CH:6]1[CH2:11][CH2:10][N:9]([CH:12]=[O:13])[CH2:8][CH2:7]1)=O.Cl.[NH2:20][OH:21].C([O-])(=O)C.[NH4+].C(O)C>O>[CH:12]([N:9]1[CH2:10][CH2:11][CH:6]([C:4](=[N:20][OH:21])[C:3]2[CH:14]=[CH:15][C:16]([Cl:18])=[CH:17][C:2]=2[Cl:1])[CH2:7][CH2:8]1)=[O:13] |f:1.2,3.4|. Procedure: A mixture of 105 g of 4-(2,4-dichlorobenzoyl)-1-formylpiperidine, 70 g of hydroxylamine hydrochloride, 135.0 g of ammonium acetate, 1.05 l of ethanol and 350 ml of water was stirred and heated at 138° for 40 hrs. The reaction mixture was evaporated and 2 l of water was added to the residue. The water was decanted from the oil and oil was washed two times with 500 ml water and then dissolved in about 400 ml dichloromethane. The insoluble material was collected. The dichloromethane extract was was...